This data is from the Open Reaction Database (ORD), a public repository of structured organic reaction records. The task is: describe an organic reaction: reactants, conditions, products, and yield Starting materials: ClC=1N=CC=2N(C(C3(CN(C2N1)C1CCCC1)CC3)=O)C (2′-chloro-9′-cyclopentyl-5′-methyl-8′,9′-dihydrospiro[cyclopropane-1,7′-pyrimido[5,4-b][1,4]diazepin]-6′(5′H)-one), O.C1(=CC=C(C=C1)S(=O)(=O)O)C (p-toluenesulfonic acid monohydrate), ClC=1N=CC=2N(C(C3(CN(C2N1)C1CCCC1)CC3)=O)C (2′-chloro-9′-cyclopentyl-5′-methyl-8′,9′-dihydrospiro[cyclopropane-1,7′-pyrimido[5,4-b][1,4]diazepin]-6′(5′H)-one), NC1=C(C=C(C(=O)NC2CCN(CC2)CC)C=C1)F (4-amino-N-(1-ethylpiperidin-4-yl)-3-fluorobenzamide). Solvent: CC(CC(C)O)C (4-Methyl-2-pentanol). Run at temperature 160 celsius. The product is C1(CCCC1)N1C2=C(N(C(C3(C1)CC3)=O)C)C=NC(=N2)NC2=C(C=C(C(=O)NC3CCN(CC3)CC)C=C2)F (4-(9′-cyclopentyl-5′-methyl-6′-oxo-5′,6′,8′,9′-tetrahydrospiro[cyclopropane-1,7′-pyrimido[5,4-b][1,4]diazepine]-2′-ylamino)-N-(1-ethyl-4-piperidyl)-3-fluoro-benzamide). Reaction SMILES: Cl[C:2]1[N:3]=[CH:4][C:5]2[N:6]([CH3:21])[C:7](=[O:20])[C:8]3([CH2:19][CH2:18]3)[CH2:9][N:10]([CH:13]3[CH2:17][CH2:16][CH2:15][CH2:14]3)[C:11]=2[N:12]=1.[NH2:22][C:23]1[CH:39]=[CH:38][C:26]([C:27]([NH:29][CH:30]2[CH2:35][CH2:34][N:33]([CH2:36][CH3:37])[CH2:32][CH2:31]2)=[O:28])=[CH:25][C:24]=1[F:40].O.C1(C)C=CC(S(O)(=O)=O)=CC=1>CC(C)CC(O)C>[CH:13]1([N:10]2[CH2:9][C:8]3([CH2:19][CH2:18]3)[C:7](=[O:20])[N:6]([CH3:21])[C:5]3[CH:4]=[N:3][C:2]([NH:22][C:23]4[CH:39]=[CH:38][C:26]([C:27]([NH:29][CH:30]5[CH2:31][CH2:32][N:33]([CH2:36][CH3:37])[CH2:34][CH2:35]5)=[O:28])=[CH:25][C:24]=4[F:40])=[N:12][C:11]2=3)[CH2:17][CH2:16][CH2:15][CH2:14]1 |f:2.3|. Procedure: 2′-chloro-9′-cyclopentyl-5′-methyl-8′,9′-dihydrospiro[cyclopropane-1,7′-pyrimido[5,4-b][1,4]diazepin]-6′(5′H)-one (Intermediate 130; 231 mg, 0.75 mmol), 4-amino-N-(1-ethylpiperidin-4-yl)-3-fluorobenzamide (200 mg, 0.75 mmol) and p-toluenesulfonic acid monohydrate (335 mg, 1.88 mmol) were suspended in 4-Methyl-2-pentanol (5 mL) and sealed into a microwave tube. The reaction was heated to 160° C. for 30 minutes in the microwave reactor and allowed to cool to room temperature. The reactants are Cc1cc(C)cc(O)c1, CCN(C(C)C)C(C)C, COCCl, C1CCOC1, O. Product: COCOc1cc(C)cc(C)c1. RXN SMILES: [CH3:1][c:2]1[cH:3][c:4]([CH3:5])[cH:6][c:7]([OH:8])[cH:9]1.[CH:10]([N:11]([CH:12]([CH3:13])[CH3:14])[CH2:15][CH3:16])([CH3:17])[CH3:18].[Cl:19][CH2:20][O:21][CH3:22].[O:24]1[CH2:25][CH2:26][CH2:27][CH2:28]1.[OH2:23]>>[CH3:1][c:2]1[cH:3][c:4]([CH3:5])[cH:6][c:7]([O:8][CH2:20][O:21][CH3:22])[cH:9]1. The reactants are CC(C)([O-])C.[Na+] (sodium tert-butoxide), BrC1=CC=C(C#N)C=C1 (4-bromobenzonitrile), C(C1=CC=CC=C1)N (benzylamine), C1(=CC=CC=C1)C (toluene). The reagents and catalysts are C=1C=CC(=CC1)/C=C/C(=O)/C=C/C2=CC=CC=C2.C=1C=CC(=CC1)/C=C/C(=O)/C=C/C2=CC=CC=C2.C=1C=CC(=CC1)/C=C/C(=O)/C=C/C2=CC=CC=C2.[Pd].[Pd] (tris(dibenzylideneacetone)dipalladium(0)), C1(=CC=CC=C1)P(C1(C(=C2C=CC=CC2=CC1)C1=CC=CC2=CC=CC=C12)P(C1=CC=CC=C1)C1=CC=CC=C1)C1=CC=CC=C1 (rac-2,2-bis(diphenylphosphino)-1,1-binaphthyl). Run at temperature 80 celsius, time 5 hour. Yields the product C(C1=CC=CC=C1)C1=CC(=C(C#N)C=C1)N (4-benzyl amino-benzonitrile). Isolated yield 96.0%. RXN SMILES: CC(C)([O-])C.[Na+].Br[C:8]1[CH:15]=[CH:14][C:11]([C:12]#[N:13])=[CH:10][CH:9]=1.C([NH2:23])C1C=CC=CC=1.[C:24]1([CH3:30])[CH:29]=[CH:28][CH:27]=[CH:26][CH:25]=1>C1C=CC(/C=C/C(/C=C/C2C=CC=CC=2)=O)=CC=1.C1C=CC(/C=C/C(/C=C/C2C=CC=CC=2)=O)=CC=1.C1C=CC(/C=C/C(/C=C/C2C=CC=CC=2)=O)=CC=1.[Pd].[Pd].C1(P(C2C=CC=CC=2)C2(P(C3C=CC=CC=3)C3C=CC=CC=3)CC=C3C(C=CC=C3)=C2C2C3C(=CC=CC=3)C=CC=2)C=CC=CC=1>[CH2:30]([C:8]1[CH:15]=[CH:14][C:11]([C:12]#[N:13])=[C:10]([NH2:23])[CH:9]=1)[C:24]1[CH:29]=[CH:28][CH:27]=[CH:26][CH:25]=1 |f:0.1,5.6.7.8.9|. Procedure: To a mixture of sodium tert-butoxide (7.44 g, 77.4 mmol), tris(dibenzylideneacetone)dipalladium(0) (0.38 g, 0.415 mmol) and rac-2,2-bis(diphenylphosphino)-1,1-binaphthyl (0.172 g, 0.277 mmol) was added a solution of 4-bromobenzonitrile (10 g, 55.3 mmol) and benzylamine (11.8 g, 0.11 mol) in toluene (100 mL) under nitrogen atmosphere, and the solution was stirred at 80° C. for 5 hours. The reaction solution was allowed to room temperature, then, filtrated through Celite pad to remove insoluble ma... Reactants: CN(CCCN1C(=O)CSC1c1cc(C(C)(C)C)c(O)c(C(C)(C)C)c1)CCOc1ccc2c(c1)OCO2, C1CCOC1, COc1ccc(P2(=S)SP(=S)(c3ccc(OC)cc3)S2)cc1. Yields the product CN(CCCN1C(=S)CSC1c1cc(C(C)(C)C)c(O)c(C(C)(C)C)c1)CCOc1ccc2c(c1)OCO2. As a reaction SMILES: [C:1]([CH3:2])([CH3:3])([CH3:4])[c:5]1[cH:6][c:7]([CH:16]2[S:17][CH2:18][C:19](=[O:38])[N:20]2[CH2:21][CH2:22][CH2:23][N:24]([CH2:25][CH2:26][O:27][c:28]2[cH:29][c:30]3[c:31]([cH:32][cH:33]2)[O:34][CH2:35][O:36]3)[CH3:37])[cH:8][c:9]([C:12]([CH3:13])([CH3:14])[CH3:15])[c:10]1[OH:11].[CH2:61]1[O:62][CH2:63][CH2:64][CH2:65]1.[CH3:39][O:40][c:41]1[cH:42][cH:43][c:44]([P:45]2(=[S:48])[S:46][P:47]([c:49]3[cH:50][cH:51][c:52]([O:53][CH3:54])[cH:55][cH:56]3)(=[S:57])[S:58]2)[cH:59][cH:60]1>>[C:1]([CH3:2])([CH3:3])([CH3:4])[c:5]1[cH:6][c:7]([CH:16]2[S:17][CH2:18][C:19](=[S:48])[N:20]2[CH2:21][CH2:22][CH2:23][N:24]([CH2:25][CH2:26][O:27][c:28]2[cH:29][c:30]3[c:31]([cH:32][cH:33]2)[O:34][CH2:35][O:36]3)[CH3:37])[cH:8][c:9]([C:12]([CH3:13])([CH3:14])[CH3:15])[c:10]1[OH:11]. The reactants are FC1=CC=C(C=C1)N1N=CC=2C1=NC=CC2B(O)O (1-(4-fluorophenyl)-1H-pyrazolo[3,4-b]pyridin-4-ylboronic acid), BrC=1C=NC=CC1Cl (3-bromo-4-chloropyridine), C([O-])([O-])=O.[Na+].[Na+] (sodium carbonate). Reagents/catalysts: C=1C=CC(=CC1)[P](C=2C=CC=CC2)(C=3C=CC=CC3)[Pd]([P](C=4C=CC=CC4)(C=5C=CC=CC5)C=6C=CC=CC6)([P](C=7C=CC=CC7)(C=8C=CC=CC8)C=9C=CC=CC9)[P](C=1C=CC=CC1)(C=1C=CC=CC1)C=1C=CC=CC1 (tetrakis(triphenylphosphine)palladium(0)). Solvent: CCO.COCCOC.O (EtOH DME H2O). Run at temperature 105 celsius. The product is ClC1=C(C=NC=C1)C1=C2C(=NC=C1)N(N=C2)C2=CC=C(C=C2)F (4-(4-chloropyridin-3-yl)-1-(4-fluorophenyl)-1H-pyrazolo[3,4-b]pyridine). Isolated yield 11.3%. RXN SMILES: [F:1][C:2]1[CH:7]=[CH:6][C:5]([N:8]2[C:12]3=[N:13][CH:14]=[CH:15][C:16](B(O)O)=[C:11]3[CH:10]=[N:9]2)=[CH:4][CH:3]=1.Br[C:21]1[CH:22]=[N:23][CH:24]=[CH:25][C:26]=1[Cl:27].C(=O)([O-])[O-].[Na+].[Na+]>C1C=CC([P]([Pd]([P](C2C=CC=CC=2)(C2C=CC=CC=2)C2C=CC=CC=2)([P](C2C=CC=CC=2)(C2C=CC=CC=2)C2C=CC=CC=2)[P](C2C=CC=CC=2)(C2C=CC=CC=2)C2C=CC=CC=2)(C2C=CC=CC=2)C2C=CC=CC=2)=CC=1.CCO.COCCOC.O>[Cl:27][C:26]1[CH:25]=[CH:24][N:23]=[CH:22][C:21]=1[C:16]1[CH:15]=[CH:14][N:13]=[C:12]2[N:8]([C:5]3[CH:6]=[CH:7][C:2]([F:1])=[CH:3][CH:4]=3)[N:9]=[CH:10][C:11]=12 |f:2.3.4,6.7.8,^1:37,39,58,77|. Reported procedure: Example 10 was prepared according to the general procedure of Example 1, except that the reaction mixture was heated at 105° C. for 2 h, and using the following materials: Intermediate 5A (40 mg, 0.156 mmol), 3-bromo-4-chloropyridine (53.6 mg, 0.279 mmol), sodium carbonate (61.3 mg, 0.578 mmol), degassed EtOH:DME:H2O (1.2:2.5:1.0 ratio) (1.5 mL) and tetrakis(triphenylphosphine)palladium(0) (25.3 mg, 0.022 mmol). Example 10 was isolated as an off-white solid (5.7 mg, 11%). Purification was done b... Starting materials: COC(=O)C(CC1CCC(F)(F)C1)c1ccc(S(C)(=O)=O)c(Cl)c1, CCO, [Li+], [OH-], O, O. Yields the product CS(=O)(=O)c1ccc(C(CC2CCC(F)(F)C2)C(=O)O)cc1Cl. RXN SMILES: [CH3:1][O:2][C:3]([CH:4]([CH2:5][CH:6]1[CH2:7][C:8]([F:11])([F:12])[CH2:9][CH2:10]1)[c:13]1[cH:14][c:15]([Cl:23])[c:16]([S:19](=[O:20])(=[O:21])[CH3:22])[cH:17][cH:18]1)=[O:24].[CH3:28][CH2:29][OH:30].[Li+:27].[OH-:26].[OH2:25].[OH2:31]>>[O:2]=[C:3]([CH:4]([CH2:5][CH:6]1[CH2:7][C:8]([F:11])([F:12])[CH2:9][CH2:10]1)[c:13]1[cH:14][c:15]([Cl:23])[c:16]([S:19](=[O:20])(=[O:21])[CH3:22])[cH:17][cH:18]1)[OH:24]. The reactants are CNC1=NC=C(C=C1N)C(F)(F)F (N2-methyl-5-trifluoromethylpyridin-2,3-diamine), C(C=C)SC1=C(C(=O)O)C=CC=C1 (2-allylsulfanylbenzoic acid), CCN=C=NCCCN(C)C (WSC). Solvent: C=1(C(=CC=CC1)C)C (xylene). Run at temperature 145 celsius. Yields the product C(C=C)SC1=C(C=CC=C1)C1=NC=2C(=NC=C(C2)C(F)(F)F)N1C (2-(2-allylsulfanylphenyl)-3-methyl-6-trifluoromethyl-3H-imidazo[4,5-b]pyridine). Isolated yield 47.3%. Reaction SMILES: [CH3:1][NH:2][C:3]1[C:8]([NH2:9])=[CH:7][C:6]([C:10]([F:13])([F:12])[F:11])=[CH:5][N:4]=1.[CH2:14]([S:17][C:18]1[CH:26]=[CH:25][CH:24]=[CH:23][C:19]=1[C:20](O)=O)[CH:15]=[CH2:16].CCN=C=NCCCN(C)C>C1(C)C(C)=CC=CC=1>[CH2:14]([S:17][C:18]1[CH:26]=[CH:25][CH:24]=[CH:23][C:19]=1[C:20]1[N:2]([CH3:1])[C:3]2=[N:4][CH:5]=[C:6]([C:10]([F:11])([F:12])[F:13])[CH:7]=[C:8]2[N:9]=1)[CH:15]=[CH2:16]. Reported procedure: A mixture of N2-methyl-5-trifluoromethylpyridin-2,3-diamine (0.96 g), 2-allylsulfanylbenzoic acid (1.46 g), WSC (1.06 g), and xylene (10 ml) was stirred with heating at 145° C. for 3 hours. After the mixture was evaporated to remove xylene, acetic acid (10 ml) was added thereto, and stirred with heating at 120° C. for further 1 hour. To the reaction mixture cooled to room temperature, 5 mol/l of aqueous sodium hydroxide solution was added to neutralize, and extracted with ethyl acetate. The orga...